Task: describe an organic reaction: reactants, conditions, products, and yield. Dataset: the Open Reaction Database (ORD), a public repository of structured organic reaction records Reactants: CC(C)(C)OC(=O)CNC(=O)C1=C(O)c2cc(C#N)ccc2C(C)(C)C1=O, O=C(O)C(F)(F)F, O. Product: CC1(C)C(=O)C(C(=O)NCC(=O)O)=C(O)c2cc(C#N)ccc21. RXN SMILES: [C:1](#[N:2])[c:3]1[cH:4][c:5]2[c:10]([cH:11][cH:12]1)[C:9]([CH3:13])([CH3:14])[C:8](=[O:15])[C:7]([C:16](=[O:17])[NH:18][CH2:19][C:20](=[O:21])[O:22][C:23]([CH3:24])([CH3:25])[CH3:26])=[C:6]2[OH:27].[F:28][C:29]([F:30])([F:31])[C:32]([OH:33])=[O:34].[OH2:35]>>[C:1](#[N:2])[c:3]1[cH:4][c:5]2[c:10]([cH:11][cH:12]1)[C:9]([CH3:13])([CH3:14])[C:8](=[O:15])[C:7]([C:16](=[O:17])[NH:18][CH2:19][C:20](=[O:21])[OH:22])=[C:6]2[OH:27]. The reactants are C1(=CC=CC=C1)C(CC(=O)O)CC(=O)O (3-phenylglutaric acid), NC(=O)N (urea). The product is C1(=CC=CC=C1)C1CC(NC(C1)=O)=O (4-phenyl-piperidin-2,6-dione). Reaction SMILES: [C:1]1([CH:7]([CH2:12][C:13]([OH:15])=O)[CH2:8][C:9](O)=[O:10])[CH:6]=[CH:5][CH:4]=[CH:3][CH:2]=1.[NH2:16]C(N)=O>>[C:1]1([CH:7]2[CH2:12][C:13](=[O:15])[NH:16][C:9](=[O:10])[CH2:8]2)[CH:6]=[CH:5][CH:4]=[CH:3][CH:2]=1. Reported procedure: 29.0 g (139 mmol) 3-phenylglutaric acid and 8.4 g (139 mmol) urea are stirred at 150° C. for 1.5 hours. After cooling, the reaction mixture is recrystallized from methanol: Yield 20.9 g (79%).